Dataset: the Open Reaction Database (ORD), a public repository of structured organic reaction records. Task: describe an organic reaction: reactants, conditions, products, and yield Starting materials: O (water), [H-].[Na+] (NaH), Cl.NC(=N)N (guanidine hydrochloride), ClC1=NC=C(C2=CC=C(C=C12)SC1=CC=CC=C1)Cl (1,4-Dichloro-7-(phenylsulfanyl)isoquinoline). Run in CS(=O)C (DMSO). Run at temperature 80 celsius. The product is ClC1=CN=C(C2=CC(=CC=C12)SC1=CC=CC=C1)NC(=N)N (4-chloro-1-guanidino-7-(phenylsulphanyl)isoquinoline). The yield is 66.7%. Reaction SMILES: [H-].[Na+].Cl.[NH2:4][C:5]([NH2:7])=[NH:6].Cl[C:9]1[C:18]2[C:13](=[CH:14][CH:15]=[C:16]([S:19][C:20]3[CH:25]=[CH:24][CH:23]=[CH:22][CH:21]=3)[CH:17]=2)[C:12]([Cl:26])=[CH:11][N:10]=1.O>CS(C)=O>[Cl:26][C:12]1[C:13]2[C:18](=[CH:17][C:16]([S:19][C:20]3[CH:25]=[CH:24][CH:23]=[CH:22][CH:21]=3)=[CH:15][CH:14]=2)[C:9]([NH:6][C:5]([NH2:7])=[NH:4])=[N:10][CH:11]=1 |f:0.1,2.3|. Procedure: NaH (13.6 mg, 80% dispersion by wt in mineral oil, 0.45 mmol) was added in one portion to a solution of guanidine hydrochloride (44 mg, 0.46 mmol) in DMSO (2 mL) and the mixture was heated at 80° C. under N2 for 10 min. 1,4-Dichloro-7-(phenylsulfanyl)isoquinoline (60 mg, 0.195 mmol) was added and the mixture heated at 80° C. for 1 h. The cooled mixture was poured into water (20 mL) and extracted with EtOAc (3×15 mL). The combined organic extracts were washed with brine, dried (Na2SO4) and evapor...